From a dataset of the Open Reaction Database (ORD), a public repository of structured organic reaction records. describe an organic reaction: reactants, conditions, products, and yield The reactants are N=1C=C(N2C1SC1=C2CCCCC1)C(C)=O (1-(6,7,8,9-tetrahydro-5H-cyclohept[d]imidazo[2,1-b]thiazol-3-yl)ethanone), C1=C(C=CC2=CC=CC=C12)C=O (2-napthaldehyde). The product is C1=C(C=CC2=CC=CC=C12)C=CC(=O)C1=CN=C2SC3=C(N21)CCCCC3 (3-(2-Napthalenyl)-1-(6,7,8,9-tetrahydro-5H-cyclohept[d]imidazo[2,1-b]thiazol-3-yl)-2-propene-1-one). As a reaction SMILES: [N:1]1[CH:2]=[C:3]([C:14](=[O:16])[CH3:15])[N:4]2[C:8]3[CH2:9][CH2:10][CH2:11][CH2:12][CH2:13][C:7]=3[S:6][C:5]=12.[CH:17]1[C:26]2[C:21](=[CH:22][CH:23]=[CH:24][CH:25]=2)[CH:20]=[CH:19][C:18]=1[CH:27]=O>>[CH:17]1[C:26]2[C:21](=[CH:22][CH:23]=[CH:24][CH:25]=2)[CH:20]=[CH:19][C:18]=1[CH:27]=[CH:15][C:14]([C:3]1[N:4]2[C:5]([S:6][C:7]3[CH2:13][CH2:12][CH2:11][CH2:10][CH2:9][C:8]=32)=[N:1][CH:2]=1)=[O:16]. Reported procedure: 1-(6,7,8,9-tetrahydro-5H-cyclohept[d]imidazo[2,1-b]thiazol-3-yl)ethanone (Formula O-1), 1.37 g, was condensed with 2-napthaldehyde by non-critical variations of EXAMPLE 15 to yield 3-(2-Napthalenyl)-1-(6,7,8,9-tetrahydro-5H-cyclohept[d]imidazo[2,1-b]thiazol-3-yl)-2-propene-1-one (Formula O-2), 2.24 g, m.p. 185-188°. Starting materials: N1=CC(=CC=C1)CO (3-pyridylcarbinol), C1CC(=O)N(C1=O)OC(=O)ON2C(=O)CCC2=O (N,N'-disuccinimidyl carbonate), N1=CC=CC=C1 (pyridine). Run in C(C)#N (acetonitrile). Reaction conditions: time 1 hour. Product: ON1C(CCC1=O)=O.C(OCC=1C=NC=CC1)([O-])=O (N-Hydroxysuccinimide 3-pyridylmethyl carbonate). Yield: 115.3%. Reaction SMILES: [N:1]1[CH:6]=[CH:5][CH:4]=[C:3]([CH2:7][OH:8])[CH:2]=1.[CH2:9]1[C:14](=[O:15])[N:13]([O:16][C:17](ON2C(=O)CCC2=O)=[O:18])[C:11](=[O:12])[CH2:10]1.N1C=CC=CC=1>C(#N)C>[OH:16][N:13]1[C:14](=[O:15])[CH2:9][CH2:10][C:11]1=[O:12].[C:17](=[O:16])([O-:18])[O:8][CH2:7][C:3]1[CH:2]=[N:1][CH:6]=[CH:5][CH:4]=1 |f:4.5|. Procedure details: To a solution of 2.5 g (22.9 mmol) of 3-pyridylcarbinol in 100 mL of anhydrous acetonitrile was added 8.8 g (34.4 mmol) of N,N'-disuccinimidyl carbonate and 5.55 mL (68.7 mmol) of pyridine. The solution was stirred for 1 hour and then concentrated in vacuo. The residue was dissolved in ethyl acetate, then washed with saturated sodium bicarbonate, brine, dried over magnesium sulfate, filtered and concentrated to afford 5.3 g of N-Hydroxysuccinimide-3-pyridylmethyl carbonate, mass spectrum m/e=251... The yield is 126.8%. Reactants: COC1=C(C=C(C=C1)C(C)C)CN1CCN(CC1)C(=O)OC(C)(C)C (1,1-Dimethylethyl 4-[[2-methoxy-5-(1-methylethyl)phenyl]methyl]-1-piperazinecarboxylate). Run in C(=O)(C(F)(F)F)O (TFA), ClCCl (dichloromethane). Procedure: A solution of the product from step (a) (1.98 g) in TFA (4 ml) and dichloromethane (2 ml) was stirred for 2 h. The solvent was removed in vacuo and the residue azeotroped with toluene. Aq. potassium carbonate was added and the mixture was extracted with dichloromethane. The organic extracts were dried (MgSO4) and evaporated in vacuo to give the sub-title compound (1.79 g). Product: COC1=C(C=C(C=C1)C(C)C)CN1CCNCC1 (1-[[2-Methoxy-5-(1-methylethyl)phenyl]methyl]-piperazine). RXN SMILES: [CH3:1][O:2][C:3]1[CH:8]=[CH:7][C:6]([CH:9]([CH3:11])[CH3:10])=[CH:5][C:4]=1[CH2:12][N:13]1[CH2:18][CH2:17][N:16](C(OC(C)(C)C)=O)[CH2:15][CH2:14]1>C(O)(C(F)(F)F)=O.ClCCl>[CH3:1][O:2][C:3]1[CH:8]=[CH:7][C:6]([CH:9]([CH3:11])[CH3:10])=[CH:5][C:4]=1[CH2:12][N:13]1[CH2:18][CH2:17][NH:16][CH2:15][CH2:14]1. Starting materials: CC#CC(=O)OC, CCCCCCCCS, C1CCC2=NCCCN2CC1. Product: CCCCCCCCSC(C)=CC(=O)OC. RXN SMILES: [C:12]([C:13]#[C:14][CH3:15])(=[O:16])[O:17][CH3:18].[CH2:19]([CH2:20][CH2:21][CH2:22][CH2:23][CH2:24][CH2:25][CH3:26])[SH:27].[CH2:1]1[CH2:2][CH2:3][C:4]2=[N:9][CH2:8][CH2:7][CH2:6][N:5]2[CH2:10][CH2:11]1>>[C:12]([CH:13]=[C:14]([CH3:15])[S:27][CH2:19][CH2:20][CH2:21][CH2:22][CH2:23][CH2:24][CH2:25][CH3:26])(=[O:16])[O:17][CH3:18]. Starting materials: CC(=O)O[BH-](OC(C)=O)OC(C)=O, CO, ClCCl, O=CCn1c(=O)ccc2ccc(F)cc21, CC(C)(C)OC(=O)N1CCC(CN)C1, O=C(NCC1CCNC1)OCc1ccccc1, [Na+], [Na+], [Na+], O=S(=O)([O-])[O-]. The product is O=C(NCC1CCN(CCn2c(=O)ccc3ccc(F)cc32)C1)OCc1ccccc1. RXN SMILES: [C:54]([O:55][BH-:56]([O:57][C:58](=[O:59])[CH3:60])[O:61][C:62](=[O:63])[CH3:64])(=[O:65])[CH3:66].[CH3:68][OH:69].[Cl:70][CH2:71][Cl:72].[F:1][c:2]1[cH:3][cH:4][c:5]2[cH:6][cH:7][c:8](=[O:15])[n:9]([CH2:12][CH:13]=[O:14])[c:10]2[cH:11]1.[NH2:33][CH2:34][CH:35]1[CH2:36][CH2:37][N:38]([C:39]([O:40][C:41]([CH3:42])([CH3:43])[CH3:44])=[O:45])[CH2:46]1.[NH:16]1[CH2:17][CH:18]([CH2:21][NH:22][C:23]([O:24][CH2:25][c:26]2[cH:27][cH:28][cH:29][cH:30][cH:31]2)=[O:32])[CH2:19][CH2:20]1.[Na+:47].[Na+:48].[Na+:67].[O-:49][S:50]([O-:51])(=[O:52])=[O:53]>>[F:1][c:2]1[cH:3][cH:4][c:5]2[cH:6][cH:7][c:8](=[O:15])[n:9]([CH2:12][CH2:13][N:16]3[CH2:17][CH:18]([CH2:21][NH:22][C:23]([O:24][CH2:25][c:26]4[cH:27][cH:28][cH:29][cH:30][cH:31]4)=[O:32])[CH2:19][CH2:20]3)[c:10]2[cH:11]1.